This data is from the Open Reaction Database (ORD), a public repository of structured organic reaction records. The task is: describe an organic reaction: reactants, conditions, products, and yield Starting materials: CCCC[N+](CCCC)(CCCC)CCCC, CC(C)(c1cc(-c2cccc(-c3cnc4c(c3)ncn4COCC[Si](C)(C)C)c2)c2ncccc2c1)S(C)(=O)=O, [F-], CN(C)C=O, O. Product: CC(C)(c1cc(-c2cccc(-c3cnc4[nH]cnc4c3)c2)c2ncccc2c1)S(C)(=O)=O. As a reaction SMILES: [CH2:42]([N+:43]([CH2:44][CH2:45][CH2:46][CH3:47])([CH2:48][CH2:49][CH2:50][CH3:51])[CH2:52][CH2:53][CH2:54][CH3:55])[CH2:56][CH2:57][CH3:58].[CH3:1][S:2](=[O:3])(=[O:4])[C:5]([CH3:6])([CH3:7])[c:8]1[cH:9][c:10]2[cH:11][cH:12][cH:13][n:14][c:15]2[c:16](-[c:18]2[cH:19][c:20](-[c:24]3[cH:25][c:26]4[c:27]([n:28][cH:29]3)[n:30]([CH2:33][O:34][CH2:35][CH2:36][Si:37]([CH3:38])([CH3:39])[CH3:40])[cH:31][n:32]4)[cH:21][cH:22][cH:23]2)[cH:17]1.[F-:41].[O:59]=[CH:60][N:61]([CH3:62])[CH3:63].[OH2:64]>>[CH3:1][S:2](=[O:3])(=[O:4])[C:5]([CH3:6])([CH3:7])[c:8]1[cH:9][c:10]2[cH:11][cH:12][cH:13][n:14][c:15]2[c:16](-[c:18]2[cH:19][c:20](-[c:24]3[cH:25][c:26]4[c:27]([n:28][cH:29]3)[nH:30][cH:31][n:32]4)[cH:21][cH:22][cH:23]2)[cH:17]1.